This data is from the Open Reaction Database (ORD), a public repository of structured organic reaction records. The task is: describe an organic reaction: reactants, conditions, products, and yield The reactants are CC1=CC(CC(C1)(C)C)=O (3,5,5-trimethylcyclohexa-2-en-1-one), C(CCCCC(=O)O)(=O)O (adipic acid), CC1=CC(CC(C1)(C)C)=O (3,5,5-trimethylcyclohexa-2-en-1-one). Yields the product CC=1CC(CC(C1)(C)C)=O (3,5,5-trimethylcyclohexa-3-en-1-one). As a reaction SMILES: [CH3:1][C:2]1[CH2:7][C:6]([CH3:9])([CH3:8])[CH2:5][C:4](=[O:10])[CH:3]=1.C(O)(=O)CCCCC(O)=O>>[CH3:1][C:2]1[CH2:3][C:4](=[O:10])[CH2:5][C:6]([CH3:9])([CH3:8])[CH:7]=1. Reported procedure: In a flask (capacity: 1 liter; connected to a plate column) were fed 3,5,5-trimethylcyclohexa-2-en-1-one (553 g) and adipic acid (38 g). Isomerization was carried out under a pressure of 340 Torr with a temperature (liquid phase) of 190° C. in the flask, while controlling the charge (supply) of 3,5,5-trimethylcyclohexa-2-en-1-one to keep the temperature at 154° C. at the top of the column, and simultaneously, continuous distillation was effected using a distilling column "Order show" equipped wi... Starting materials: CC1COC2(CCNCC2)O1, ClCCl, N#Cc1cc(F)ccc1F, [Na+], [Na+], O=C([O-])[O-]. Product: CC1COC2(CCN(c3ccc(F)cc3C#N)CC2)O1. RXN SMILES: [CH2:11]1[CH:12]([CH3:13])[O:14][C:15]2([CH2:16][CH2:17][NH:18][CH2:19][CH2:20]2)[O:21]1.[Cl:22][CH2:23][Cl:24].[F:1][c:2]1[c:3]([C:4]#[N:5])[cH:6][c:7]([F:10])[cH:8][cH:9]1.[Na+:25].[Na+:26].[O-:27][C:28](=[O:29])[O-:30]>>[c:2]1([N:18]2[CH2:17][CH2:16][C:15]3([O:14][CH:12]([CH3:13])[CH2:11][O:21]3)[CH2:20][CH2:19]2)[c:3]([C:4]#[N:5])[cH:6][c:7]([F:10])[cH:8][cH:9]1. The reactants are CCO, Cl, [Na+], C1CCOC1, [OH-], CCOC(=O)c1ccnc(NC(=O)CCc2ccccc2)c1. The product is O=C(CCc1ccccc1)Nc1cc(C(=O)O)ccn1. Reaction SMILES: [CH3:25][CH2:26][OH:27].[ClH:28].[Na+:24].[O:29]1[CH2:30][CH2:31][CH2:32][CH2:33]1.[OH-:23].[c:1]1([CH2:7][CH2:8][C:9](=[O:10])[NH:11][c:12]2[cH:13][c:14]([C:15](=[O:16])[O:17][CH2:18][CH3:19])[cH:20][cH:21][n:22]2)[cH:2][cH:3][cH:4][cH:5][cH:6]1>>[c:1]1([CH2:7][CH2:8][C:9](=[O:10])[NH:11][c:12]2[cH:13][c:14]([C:15](=[O:16])[OH:17])[cH:20][cH:21][n:22]2)[cH:2][cH:3][cH:4][cH:5][cH:6]1.